From a dataset of the Open Reaction Database (ORD), a public repository of structured organic reaction records. describe an organic reaction: reactants, conditions, products, and yield The reactants are C1(=CC=CC=C1)[C@@H]1CCNC2(CCCC2)C(N1)=O ((9S)-9-phenyl-6,10-diazaspiro[4.6]undecan-11-one), [H-].[Na+] (sodium hydride), BrCC(=O)OCC1=CC=CC=C1 (Benzyl bromoacetate). Run in C1CCOC1 (THF). Run at temperature 60 celsius, time 1 hour. Product: O=C1N([C@@H](CCNC12CCCC2)C2=CC=CC=C2)CC(=O)OCC2=CC=CC=C2 (Benzyl [(9S)-11-oxo-9-phenyl-6,10-diazaspiro[4.6]undec-10-yl]acetate). As a reaction SMILES: [H-].[Na+].[C:3]1([C@H:9]2[NH:19][C:18](=[O:20])[C:13]3([CH2:17][CH2:16][CH2:15][CH2:14]3)[NH:12][CH2:11][CH2:10]2)[CH:8]=[CH:7][CH:6]=[CH:5][CH:4]=1.Br[CH2:22][C:23]([O:25][CH2:26][C:27]1[CH:32]=[CH:31][CH:30]=[CH:29][CH:28]=1)=[O:24]>C1COCC1>[O:20]=[C:18]1[C:13]2([CH2:17][CH2:16][CH2:15][CH2:14]2)[NH:12][CH2:11][CH2:10][C@@H:9]([C:3]2[CH:4]=[CH:5][CH:6]=[CH:7][CH:8]=2)[N:19]1[CH2:22][C:23]([O:25][CH2:26][C:27]1[CH:32]=[CH:31][CH:30]=[CH:29][CH:28]=1)=[O:24] |f:0.1|. Procedure: To a suspension of sodium hydride (0.147 g, 6.14 mmol) in THF (10 mL) was added (9S)-9-phenyl-6,10-diazaspiro[4.6]undecan-11-one (0.300 g, 1.23 mmol) at ambient temperature. The reaction was warmed to 60° C. for 2 h, then cooled to ambient temperature. Benzyl bromoacetate (0.309 g, 1.35 mmol) was added dropwise to the reaction. After 1 h, the mixture was quenched with a saturated aqueous ammonium chloride solution. The mixture was concentrated in vacuo then partitioned between H2O and CH2Cl2. Th... The reactants are COc1ccc(Br)c(F)c1, CN(C)C=O, CC(=O)O, CC(C)NC(C)C, [Li], C1CCOC1, O. Product: COc1ccc(Br)c(F)c1C=O. Reaction SMILES: [Br:1][c:2]1[c:3]([F:10])[cH:4][c:5]([O:8][CH3:9])[cH:6][cH:7]1.[CH3:19][N:20]([CH:21]=[O:22])[CH3:23].[CH3:24][C:25](=[O:26])[OH:27].[CH:11]([NH:12][CH:13]([CH3:14])[CH3:15])([CH3:16])[CH3:17].[Li:18].[O:28]1[CH2:29][CH2:30][CH2:31][CH2:32]1.[OH2:33]>>[Br:1][c:2]1[c:3]([F:10])[c:4]([CH:21]=[O:22])[c:5]([O:8][CH3:9])[cH:6][cH:7]1. Reactants: [Br-], [Br-], COc1ccccc1COCCCOc1ccc(C2CCN(C(=O)OC(C)(C)C)CC2OCc2ccc3c(c2)N(CCNC(C)=O)CCC3)cc1, O=C([O-])O, ClCCCl, [Na+], [Zn+2]. The product is COc1ccccc1COCCCOc1ccc(C2CCNCC2OCc2ccc3c(c2)N(CCNC(C)=O)CCC3)cc1. As a reaction SMILES: [Br-:61].[Br-:63].[C:1]([O:2][C:3](=[O:4])[N:8]1[CH2:9][CH:10]([O:34][CH2:35][c:36]2[cH:37][cH:38][c:39]3[c:44]([cH:45]2)[N:43]([CH2:46][CH2:47][NH:48][C:49]([CH3:50])=[O:51])[CH2:42][CH2:41][CH2:40]3)[CH:11]([c:14]2[cH:15][cH:16][c:17]([O:20][CH2:21][CH2:22][CH2:23][O:24][CH2:25][c:26]3[c:27]([O:32][CH3:33])[cH:28][cH:29][cH:30][cH:31]3)[cH:18][cH:19]2)[CH2:12][CH2:13]1)([CH3:5])([CH3:6])[CH3:7].[C:52](=[O:53])([OH:54])[O-:55].[Cl:57][CH2:58][CH2:59][Cl:60].[Na+:56].[Zn+2:62]>>[NH:8]1[CH2:9][CH:10]([O:34][CH2:35][c:36]2[cH:37][cH:38][c:39]3[c:44]([cH:45]2)[N:43]([CH2:46][CH2:47][NH:48][C:49]([CH3:50])=[O:51])[CH2:42][CH2:41][CH2:40]3)[CH:11]([c:14]2[cH:15][cH:16][c:17]([O:20][CH2:21][CH2:22][CH2:23][O:24][CH2:25][c:26]3[c:27]([O:32][CH3:33])[cH:28][cH:29][cH:30][cH:31]3)[cH:18][cH:19]2)[CH2:12][CH2:13]1. Starting materials: Cl, COc1cccc(Oc2ccccc2[N+](=O)[O-])c1, O, c1ccncc1. Product: O=[N+]([O-])c1ccccc1Oc1cccc(O)c1. Reaction SMILES: [ClH:19].[N+:1](=[O:2])([O-:3])[c:4]1[c:5]([O:6][c:7]2[cH:8][c:9]([O:13][CH3:14])[cH:10][cH:11][cH:12]2)[cH:15][cH:16][cH:17][cH:18]1.[OH2:26].[n:20]1[cH:21][cH:22][cH:23][cH:24][cH:25]1>>[N+:1](=[O:2])([O-:3])[c:4]1[c:5]([O:6][c:7]2[cH:8][c:9]([OH:13])[cH:10][cH:11][cH:12]2)[cH:15][cH:16][cH:17][cH:18]1. Reactants: C(=O)(O)[O-].[Na+] (NaHCO3), C(C)=O (acetaldehyde), [Si](C)(C)(C)C#N (TMSCN), C(C1=CC=CC=C1)OC(CN)=O (glycine benzyl ester), Cl (HCl), Cl (HCl), CCO (EtOH). The solvent is C(Cl)Cl (methylene chloride), CCOC(=O)C (EtOAc). Yields the product Cl.C(C1=CC=CC=C1)OC(CNC(C)C#N)=O (N-(1-Cyanoethyl)glycine benzyl ester hydrochloride). Reaction SMILES: [Si]([C:5]#[N:6])(C)(C)C.[CH2:7]([O:14][C:15](=[O:18])[CH2:16][NH2:17])[C:8]1[CH:13]=[CH:12][CH:11]=[CH:10][CH:9]=1.[ClH:19].C([O-])(O)=O.[Na+].[CH:25](=O)[CH3:26].CCO>C(Cl)Cl.CCOC(C)=O>[ClH:19].[CH2:7]([O:14][C:15](=[O:18])[CH2:16][NH:17][CH:25]([C:5]#[N:6])[CH3:26])[C:8]1[CH:13]=[CH:12][CH:11]=[CH:10][CH:9]=1 |f:3.4,9.10|. Reported procedure: TMSCN (4.27 ml, 32 mmol) was added cautiously (reaction is exothermic) to a stirred solution of glycine benzyl ester (5.3 g, 32 mmol, prepared from the HCl salt by partitioning between EtOAc and NaHCO3 solution) and acetaldehyde (1.8 ml, 32 mmol) in methylene chloride (11 ml). After 4 h the volatiles were removed in vacuo and the residue was taken up in EtOAc and was washed with brine, dried (Na2SO4) and evaporated in vacuo to an oil. The oil was redissolved in EtOAc and 9.9 M HCl in EtOH (38.4 ... Procedure: A secondary N-benzylamine can likewise be debenzylated to produce the desired primary amine. To prepare such a secondary benzlamine, 3-chloro-1-(o-anisyloxy)propylbenzene or other 1-substituted phenyl-3-chloropropylbenzene, utilized as an intermediate in an earlier procedure, can be reacted with benzylamine to yield N-benzyl 3-phenyl-3-(o-anisyloxy)propylamine. Starting materials: ClC=1C=C(C=CC1)C(CC)OCC=1C(=CC=CC1)OC (3-chloro-1-(o-anisyloxy)propylbenzene), 1-substituted phenyl-3-chloropropylbenzene, C(C1=CC=CC=C1)N (benzylamine). RXN SMILES: Cl[C:2]1[CH:3]=[C:4]([CH:8]([O:11][CH2:12][C:13]2[C:14]([O:19][CH3:20])=[CH:15][CH:16]=[CH:17][CH:18]=2)[CH2:9][CH3:10])[CH:5]=[CH:6][CH:7]=1.[CH2:21]([NH2:28])[C:22]1[CH:27]=[CH:26][CH:25]=[CH:24][CH:23]=1>>[CH2:21]([NH:28][CH2:10][CH2:9][CH:8]([C:4]1[CH:5]=[CH:6][CH:7]=[CH:2][CH:3]=1)[O:11][CH2:12][C:13]1[C:14]([O:19][CH3:20])=[CH:15][CH:16]=[CH:17][CH:18]=1)[C:22]1[CH:27]=[CH:26][CH:25]=[CH:24][CH:23]=1. The product is C(C1=CC=CC=C1)NCCC(OCC=1C(=CC=CC1)OC)C1=CC=CC=C1 (N-benzyl 3-phenyl-3-(o-anisyloxy)propylamine). The reactants are C(C)OC(CN(C)CC1=C(C=CC=C1)N)=O (N-(o-aminobenzyl)sarcosine ethyl ester), [OH-].[Na+] (NaOH). Solvent: polyphosphoric acid. Run at temperature 150 celsius. The product is CN1CC(NC2=C(C1)C=CC=C2)=O (2,3,4,5-Tetrahydro-4-methyl-2-oxo-1H-1,4-benzodiazepine). Reaction SMILES: C([O:3][C:4](=O)[CH2:5][N:6]([CH2:8][C:9]1[CH:14]=[CH:13][CH:12]=[CH:11][C:10]=1[NH2:15])[CH3:7])C.[OH-].[Na+]>>[CH3:7][N:6]1[CH2:8][C:9]2[CH:14]=[CH:13][CH:12]=[CH:11][C:10]=2[NH:15][C:4](=[O:3])[CH2:5]1 |f:1.2|. Procedure details: 2.0 g N-(o-aminobenzyl)sarcosine ethyl ester was dissolved in 40 g polyphosphoric acid and the mixture was heated to 150° C. for two hours, then cooled and charged with 300 ml icewater.pH was adjusted to 8 with 50% NaOH and the mixture was extracted with dichloromethane. The organic phase was dried over Na2SO4 and evaporated to give the title compound. M.p. 113°-114° C.